Dataset: the Open Reaction Database (ORD), a public repository of structured organic reaction records. Task: describe an organic reaction: reactants, conditions, products, and yield As a reaction SMILES: [CH2:1]([CH:2]1[CH2:3][O:4][C:5](=[O:6])[N:7]1[C:14]([CH:15]([CH2:16][c:17]1[cH:18][cH:19][c:20]([OH:23])[cH:21][cH:22]1)[O:24][c:25]1[cH:26][cH:27][c:28]([CH3:31])[cH:29][cH:30]1)=[O:32])[c:8]1[cH:9][cH:10][cH:11][cH:12][cH:13]1.[CH3:37][OH:38].[Li+:33].[OH-:34].[OH:35][OH:36]>>[C:14]([CH:15]([CH2:16][c:17]1[cH:18][cH:19][c:20]([OH:23])[cH:21][cH:22]1)[O:24][c:25]1[cH:26][cH:27][c:28]([CH3:31])[cH:29][cH:30]1)([OH:32])=[O:34]. The reactants are Cc1ccc(OC(Cc2ccc(O)cc2)C(=O)N2C(=O)OCC2Cc2ccccc2)cc1, CO, [Li+], [OH-], OO. Yields the product Cc1ccc(OC(Cc2ccc(O)cc2)C(=O)O)cc1. The reactants are B(O)OBO.OC(C)(C)C(C)(C)O (pinacol diboronate), C(C)(=O)[O-].[K+] (potassium acetate), BrC1=CC=C(C=C1)C1(CS(C1)(=O)=O)C (3-(4-bromophenyl)-3-methylthietane 1,1-dioxide). The reagents and catalysts are C1=CC=C(C=C1)P([C-]2C=CC=C2)C3=CC=CC=C3.C1=CC=C(C=C1)P([C-]2C=CC=C2)C3=CC=CC=C3.Cl[Pd]Cl.[Fe+2].C(Cl)Cl (PdCl2(dppf) CH2Cl2). Solvent: CN(C)C=O (DMF). Conditions: temperature 90 celsius. Product: CC1(CS(C1)(=O)=O)C1=CC=C(C=C1)B1OC(C(O1)(C)C)(C)C (3-methyl-3-(4-(4,4,5,5-tetramethyl-1,3,2-dioxaborolan-2-yl)phenyl)thietane 1,1-dioxide). RXN SMILES: [BH:1]([O:3]BO)[OH:2].O[C:7]([C:10](O)([CH3:12])[CH3:11])([CH3:9])[CH3:8].C([O-])(=O)C.[K+].Br[C:20]1[CH:25]=[CH:24][C:23]([C:26]2([CH3:32])[CH2:29][S:28](=[O:31])(=[O:30])[CH2:27]2)=[CH:22][CH:21]=1>CN(C=O)C.C1C=CC(P(C2C=CC=CC=2)[C-]2C=CC=C2)=CC=1.C1C=CC(P(C2C=CC=CC=2)[C-]2C=CC=C2)=CC=1.Cl[Pd]Cl.[Fe+2].C(Cl)Cl>[CH3:32][C:26]1([C:23]2[CH:24]=[CH:25][C:20]([B:1]3[O:3][C:10]([CH3:12])([CH3:11])[C:7]([CH3:9])([CH3:8])[O:2]3)=[CH:21][CH:22]=2)[CH2:29][S:28](=[O:31])(=[O:30])[CH2:27]1 |f:0.1,2.3,6.7.8.9.10|. Procedure details: Step D To pinacol diboronate (250 mg, 0.986 mmol), potassium acetate (242 mg, 2.466 mmol) and PdCl2(dppf)-CH2Cl2 adduct (67 mg, 0.082 mmol) in a thick-walled tube was added a solution of 3-(4-bromophenyl)-3-methylthietane 1,1-dioxide (226 mg, from Step C) in DMF (5 ml). The tube was flushed with N2, then capped and heated to 90° C. for 4 hours. Then the reaction was cooled to RT and diluted with EtOAc (30 ml) and water (20 ml). The aqueous layer was separated and extracted with EtOAc (25 ml). Th... As a reaction SMILES: [NH2:1][C@H:2]1[CH2:8][CH2:7][CH2:6][C@@H:5]([C:9]2[CH:14]=[CH:13][CH:12]=[CH:11][CH:10]=2)[N:4]([CH3:15])[C:3]1=[O:16].[F:17][C:18]1[CH:19]=[C:20]([CH2:25][C:26]([NH:28][C@H:29]([C:31](O)=[O:32])[CH3:30])=[O:27])[CH:21]=[C:22]([F:24])[CH:23]=1.CCN=C=NCCCN(C)C.Cl.CN1CCOCC1>C(Cl)Cl>[F:17][C:18]1[CH:19]=[C:20]([CH2:25][C:26]([NH:28][C@H:29]([C:31]([NH:1][C@H:2]2[CH2:8][CH2:7][CH2:6][C@@H:5]([C:9]3[CH:14]=[CH:13][CH:12]=[CH:11][CH:10]=3)[N:4]([CH3:15])[C:3]2=[O:16])=[O:32])[CH3:30])=[O:27])[CH:21]=[C:22]([F:24])[CH:23]=1 |f:2.3|. Product: FC=1C=C(C=C(C1)F)CC(=O)N[C@@H](C)C(=O)N[C@@H]1C(N([C@@H](CCC1)C1=CC=CC=C1)C)=O (N2-[(3,5-difluorophenyl)acetyl]-N1-[(3S,7S)-1-methyl-2-oxo-7-phenylazepan-3-yl]-L-alaninamide). Run at temperature 0 celsius, time 1 hour. Isolated yield 69.1%. Procedure: To a solution of (3S,7S)-3-amino-1-methyl-7-phenylazepan-2-one (2e) (57 mg) in DCM (3 mL) at 0° C. under N2 was added N-[(3,5-difluorophenyl)acetyl]-L-alanine (95 mg), HOBt-hydrate (88 mg), EDAC.HCl (75 mg) and N-methyl morpholine (42 mg). The reaction mixture was stirred 1 h at 0° C. and 3H at room temperature, then diluted with 30% Hexanes/EtOAc (100 mL). The organic phase was consecutively washed with H2O, 0.2 N HCl, saturated NaHCO3, and brine, dried (Na2SO4), filtered and evaporated. The cr... Starting materials: N[C@@H]1C(N([C@@H](CCC1)C1=CC=CC=C1)C)=O ((3S,7S)-3-amino-1-methyl-7-phenylazepan-2-one), FC=1C=C(C=C(C1)F)CC(=O)N[C@@H](C)C(=O)O (N-[(3,5-difluorophenyl)acetyl]-L-alanine), HOBt hydrate, CCN=C=NCCCN(C)C.Cl (EDAC.HCl), CN1CCOCC1 (N-methyl morpholine). The solvent is Hexanes EtOAc, C(Cl)Cl (DCM). The reactants are C(C)C(CN1C2=CC=CC=C2C2=CC(=C3C(=C12)C=CC=C3)C(=O)C3=CC=C(C=C3)F)CCCC ([11-(2-ethylhexyl)-11H-benzo[a]carbazol-5-yl]-(4-fluorophenyl)-methanone), [Al+3].[Cl-].[Cl-].[Cl-] (AlCl3), CC1=C(C(=O)Cl)C(=CC(=C1)C)C (2,4,6-trimethylbenzoyl chloride), ice water. Run in ClC1=CC=CC=C1 (chlorobenzene). Conditions: temperature 65 celsius, time 2 hour. Yields the product C(C)C(CN1C2=CC=C(C=C2C2=CC(=C3C(=C12)C=CC=C3)C(C3=CC=C(C=C3)F)=O)C(=O)C3=C(C=C(C=C3C)C)C)CCCC ([11-(2-Ethylhexyl)-5-(4-fluorobenzoyl)-11H-benzo[a]carbazol-8-yl]-(2,4,6-trimethylphenyl)-methanone). The yield is 52.5%. As a reaction SMILES: [CH2:1]([CH:3]([CH2:31][CH2:32][CH2:33][CH3:34])[CH2:4][N:5]1[C:17]2[C:12](=[CH:13][C:14]([C:22]([C:24]3[CH:29]=[CH:28][C:27]([F:30])=[CH:26][CH:25]=3)=[O:23])=[C:15]3[CH:21]=[CH:20][CH:19]=[CH:18][C:16]3=2)[C:11]2[C:6]1=[CH:7][CH:8]=[CH:9][CH:10]=2)[CH3:2].[Al+3].[Cl-].[Cl-].[Cl-].[CH3:39][C:40]1[CH:48]=[C:47]([CH3:49])[CH:46]=[C:45]([CH3:50])[C:41]=1[C:42](Cl)=[O:43]>ClC1C=CC=CC=1>[CH2:1]([CH:3]([CH2:31][CH2:32][CH2:33][CH3:34])[CH2:4][N:5]1[C:17]2[C:12](=[CH:13][C:14]([C:22](=[O:23])[C:24]3[CH:25]=[CH:26][C:27]([F:30])=[CH:28][CH:29]=3)=[C:15]3[CH:21]=[CH:20][CH:19]=[CH:18][C:16]3=2)[C:11]2[C:6]1=[CH:7][CH:8]=[C:9]([C:42]([C:41]1[C:40]([CH3:39])=[CH:48][C:47]([CH3:49])=[CH:46][C:45]=1[CH3:50])=[O:43])[CH:10]=2)[CH3:2] |f:1.2.3.4|. Reported procedure: To [11-(2-ethylhexyl)-11H-benzo[a]carbazol-5-yl]-(4-fluorophenyl)-methanone (2.00 g, 4.43 mmol) in chlorobenzene (12 mL) are added AlCl3 (1.24 g, 9.30 mmol) and 2,4,6-trimethylbenzoyl chloride (0.85 g, 4.65 mmol) at 0° C. After stirring for 2 hours at 65° C., the reaction mixture is poured into ice-water. The crude product is extracted with CH2Cl2, and washed with water and brine. After drying over MgSO4 and concentration, the crude product is purified by column chromatography on silica gel elut... The reactants are O=c1[nH]nc2c(Cl)nc(Br)cn12, C1CCOC1, CC(C)N. The product is CC(C)Nc1nc(Br)cn2c(=O)[nH]nc12. RXN SMILES: [Br:1][c:2]1[n:3][c:4]([Cl:12])[c:5]2[n:6]([cH:7]1)[c:8](=[O:11])[nH:9][n:10]2.[CH2:17]1[O:18][CH2:19][CH2:20][CH2:21]1.[CH3:13][CH:14]([CH3:15])[NH2:16]>>[Br:1][c:2]1[n:3][c:4]([NH:16][CH:14]([CH3:13])[CH3:15])[c:5]2[n:6]([cH:7]1)[c:8](=[O:11])[nH:9][n:10]2. Starting materials: CCOC(=O)C(=Cc1ccc(OC)c(OCCc2ccc(C(F)(F)F)cc2)c1)CC, CCOC(C)=O. Product: CCOC(=O)C(CC)Cc1ccc(OC)c(OCCc2ccc(C(F)(F)F)cc2)c1. As a reaction SMILES: [CH2:1]([CH3:2])[C:3]([C:4](=[O:5])[O:6][CH2:7][CH3:8])=[CH:9][c:10]1[cH:11][c:12]([O:18][CH2:19][CH2:20][c:21]2[cH:22][cH:23][c:24]([C:27]([F:28])([F:29])[F:30])[cH:25][cH:26]2)[c:13]([O:16][CH3:17])[cH:14][cH:15]1.[CH3:31][CH2:32][O:33][C:34](=[O:35])[CH3:36]>>[CH2:1]([CH3:2])[CH:3]([C:4](=[O:5])[O:6][CH2:7][CH3:8])[CH2:9][c:10]1[cH:11][c:12]([O:18][CH2:19][CH2:20][c:21]2[cH:22][cH:23][c:24]([C:27]([F:28])([F:29])[F:30])[cH:25][cH:26]2)[c:13]([O:16][CH3:17])[cH:14][cH:15]1. The reactants are FC1=C(N)C=CC(=C1)Br (2-fluoro-4-bromoaniline), [BH3-]C#N.[Na+] (NaCNBH3), CC(=O)O (AcOH), [OH-].[K+] (KOH), O (Water). Conditions: time 17 hour. Yields the product BrC1=CC(=C(N(C)C)C=C1)F (4-bromo-2-fluoro-N,N-dimethylaniline). As a reaction SMILES: [F:1][C:2]1[CH:8]=[C:7]([Br:9])[CH:6]=[CH:5][C:3]=1N.[BH3-][C:11]#[N:12].[Na+].O.[OH-].[K+].[CH3:17]C(O)=O>>[Br:9][C:7]1[CH:6]=[CH:5][C:3]([N:12]([CH3:11])[CH3:17])=[C:2]([F:1])[CH:8]=1 |f:1.2,4.5|. Procedure: To a solution of 2-fluoro-4-bromoaniline (1.0 g, 5.26 mmol) in AcOH (20 mL) at rt was added NaCNBH3 (1.654 g, 26.3 mmol). The mixture was stirred at rt overnight (˜17 h). The reaction was cooled in an ice bath. Water (10 mL) was added, followed by solid KOH until pH>11. The mixture was extracted with DCM. The combined extracts were dried (MgSO4) and concentrated to afford the title compound, which was used without further purification. LC-MS: calculated for C8H9BrFN 218.07, observed m/e 219.99 (... The reactants are CCOC=C(C(=O)OCC)C(=O)OCC, COc1ccc(N)cc1C, CC(C)O. The product is CCOC(=O)C(=CNc1ccc(OC)c(C)c1)C(=O)OCC. Reaction SMILES: [CH2:11]([O:12][CH:14]=[C:15]([C:16](=[O:17])[O:18][CH2:19][CH3:20])[C:21](=[O:22])[O:23][CH2:24][CH3:25])[CH3:13].[CH3:1][O:2][c:3]1[c:4]([CH3:10])[cH:5][c:6]([NH2:7])[cH:8][cH:9]1.[CH:26]([OH:27])([CH3:28])[CH3:29]>>[CH3:1][O:2][c:3]1[c:4]([CH3:10])[cH:5][c:6]([NH:7][CH:14]=[C:15]([C:16](=[O:17])[O:18][CH2:19][CH3:20])[C:21](=[O:22])[O:23][CH2:24][CH3:25])[cH:8][cH:9]1. Reactants: Clc1ccc2cc(CBr)ccc2n1, CC(C)(C)OC(=O)NC1CCNC1=O. Yields the product CC(C)(C)OC(=O)NC1CCN(Cc2ccc3nc(Cl)ccc3c2)C1=O. Reaction SMILES: [Br:15][CH2:16][c:17]1[cH:18][c:19]2[cH:20][cH:21][c:22]([Cl:27])[n:23][c:24]2[cH:25][cH:26]1.[C:1]([CH3:2])([CH3:3])([CH3:4])[O:5][C:6]([NH:7][CH:8]1[C:9](=[O:13])[NH:10][CH2:11][CH2:12]1)=[O:14]>>[C:1]([CH3:2])([CH3:3])([CH3:4])[O:5][C:6]([NH:7][CH:8]1[C:9](=[O:13])[N:10]([CH2:16][c:17]2[cH:18][c:19]3[cH:20][cH:21][c:22]([Cl:27])[n:23][c:24]3[cH:25][cH:26]2)[CH2:11][CH2:12]1)=[O:14]. The product is COC(=O)C=1C(=CC=C(C1)C(=O)OC)C1=CC(=CC=C1)[N+](=O)[O-] (3′-Nitro-[1,1′-biphenyl]-2,4-dicarboxylic acid dimethyl ester). Reported procedure: Electrospray MS (positive ion): (M+Na) 338; from dimethyl 4-bromoisophthalate (1.26 g), 3-nitrophenylboronic acid (795 mg) and tetrakis(triphenylphosphine)palladium(0) (167 mg). The reagents and catalysts are C=1C=CC(=CC1)[P](C=2C=CC=CC2)(C=3C=CC=CC3)[Pd]([P](C=4C=CC=CC4)(C=5C=CC=CC5)C=6C=CC=CC6)([P](C=7C=CC=CC7)(C=8C=CC=CC8)C=9C=CC=CC9)[P](C=1C=CC=CC1)(C=1C=CC=CC1)C=1C=CC=CC1 (tetrakis(triphenylphosphine)palladium(0)). Starting materials: BrC1=C(C=C(C(=O)OC)C=C1)C(=O)OC (dimethyl 4-bromoisophthalate), [N+](=O)([O-])C=1C=C(C=CC1)B(O)O (3-nitrophenylboronic acid). RXN SMILES: Br[C:2]1[CH:11]=[CH:10][C:5]([C:6]([O:8][CH3:9])=[O:7])=[CH:4][C:3]=1[C:12]([O:14][CH3:15])=[O:13].[N+:16]([C:19]1[CH:20]=[C:21](B(O)O)[CH:22]=[CH:23][CH:24]=1)([O-:18])=[O:17]>C1C=CC([P]([Pd]([P](C2C=CC=CC=2)(C2C=CC=CC=2)C2C=CC=CC=2)([P](C2C=CC=CC=2)(C2C=CC=CC=2)C2C=CC=CC=2)[P](C2C=CC=CC=2)(C2C=CC=CC=2)C2C=CC=CC=2)(C2C=CC=CC=2)C2C=CC=CC=2)=CC=1>[CH3:15][O:14][C:12]([C:3]1[C:2]([C:23]2[CH:22]=[CH:21][CH:20]=[C:19]([N+:16]([O-:18])=[O:17])[CH:24]=2)=[CH:11][CH:10]=[C:5]([C:6]([O:8][CH3:9])=[O:7])[CH:4]=1)=[O:13] |^1:31,33,52,71|.